Dataset: the Open Reaction Database (ORD), a public repository of structured organic reaction records. Task: describe an organic reaction: reactants, conditions, products, and yield Reactants: COC(=O)Cc1ccccc1OCc1ccccc1, COC=O, [H-], [Na+], CN(C)C=O, O. Product: COC(=O)C(=CO)c1ccccc1OCc1ccccc1. As a reaction SMILES: [CH2:1]([c:2]1[cH:3][cH:4][cH:5][cH:6][cH:7]1)[O:8][c:9]1[c:10]([CH2:15][C:16](=[O:17])[O:18][CH3:19])[cH:11][cH:12][cH:13][cH:14]1.[CH:20](=[O:21])[O:22][CH3:23].[H-:24].[Na+:25].[O:27]=[CH:28][N:29]([CH3:30])[CH3:31].[OH2:26]>>[CH2:1]([c:2]1[cH:3][cH:4][cH:5][cH:6][cH:7]1)[O:8][c:9]1[c:10]([C:15]([C:16](=[O:17])[O:18][CH3:19])=[CH:20][OH:21])[cH:11][cH:12][cH:13][cH:14]1. The reactants are C1(=CC=CC=C1)C(C(=O)O)C1=CC=CC=C1 (diphenylacetic acid), Cl.CN(CCCN=C=NCC)C (N-(3-dimethylaminopropyl)-N′-ethylcarbodiimide hydrochloride), C(C)(C)(C)OC(=O)N1N=C(C=C1C1CC1)N (tert-butyl-3-amino-5-cyclopropyl-1H-pyrazole-1-carboxylate). The solvent is ClCCl (dichloromethane), ClCCl (dichloromethane). Yields the product C1(CC1)C1=CC(=NN1C(=O)OC(C)(C)C)NC(C(C1=CC=CC=C1)C1=CC=CC=C1)=O (N-(5-cyclopropyl-1-terbutoxycarbonyl-pyrazol-3-yl)-2,2-diphenyl acetamide). The yield is 80.3%. RXN SMILES: [C:1]1([CH:7]([C:11]2[CH:16]=[CH:15][CH:14]=[CH:13][CH:12]=2)[C:8]([OH:10])=O)[CH:6]=[CH:5][CH:4]=[CH:3][CH:2]=1.Cl.CN(C)CCCN=C=NCC.[C:29]([O:33][C:34]([N:36]1[C:40]([CH:41]2[CH2:43][CH2:42]2)=[CH:39][C:38]([NH2:44])=[N:37]1)=[O:35])([CH3:32])([CH3:31])[CH3:30]>ClCCl>[CH:41]1([C:40]2[N:36]([C:34]([O:33][C:29]([CH3:31])([CH3:30])[CH3:32])=[O:35])[N:37]=[C:38]([NH:44][C:8](=[O:10])[CH:7]([C:1]3[CH:2]=[CH:3][CH:4]=[CH:5][CH:6]=3)[C:11]3[CH:16]=[CH:15][CH:14]=[CH:13][CH:12]=3)[CH:39]=2)[CH2:42][CH2:43]1 |f:1.2|. Procedure details: To a solution of 45.6 mg (0.215 mmol) of diphenylacetic acid in 3 ml of dichloromethane at 0° C. 41.2 mg (0.215 mmol) of N-(3-dimethylaminopropyl)-N′-ethylcarbodiimide hydrochloride were added. After 1 hour at the same temperature under stirring 40 mg (0.179 mmol) of tert-butyl-3-amino-5-cyclopropyl-1H-pyrazole-1-carboxylate were added. The mixture was maintained at room temperature for 16 hours, then was diluted with dichloromethane and washed with a saturated solution of sodium hydrogenocarbon... Reactants: CCOc1ccc(C#N)cc1OCC, CC(N)=S. Yields the product CCOc1ccc(C(N)=S)cc1OCC. RXN SMILES: [CH2:1]([CH3:2])[O:3][c:4]1[cH:5][c:6]([C:7]#[N:8])[cH:9][cH:10][c:11]1[O:12][CH2:13][CH3:14].[CH3:15][C:16]([NH2:17])=[S:18]>>[CH2:1]([CH3:2])[O:3][c:4]1[cH:5][c:6]([C:7]([NH2:8])=[S:18])[cH:9][cH:10][c:11]1[O:12][CH2:13][CH3:14]. Starting materials: COc1ccc(C2(CCN(C)C)CCCC2)cc1, ClC(Cl)Cl, N#CBr. Product: COc1ccc(C2(CCN(C)C#N)CCCC2)cc1. RXN SMILES: [CH3:1][N:2]([CH2:3][CH2:4][C:5]1([c:10]2[cH:11][cH:12][c:13]([O:16][CH3:17])[cH:14][cH:15]2)[CH2:6][CH2:7][CH2:8][CH2:9]1)[CH3:18].[CH:22]([Cl:23])([Cl:24])[Cl:25].[N:19]#[C:20][Br:21]>>[CH3:1][N:2]([CH2:3][CH2:4][C:5]1([c:10]2[cH:11][cH:12][c:13]([O:16][CH3:17])[cH:14][cH:15]2)[CH2:6][CH2:7][CH2:8][CH2:9]1)[C:18]#[N:19]. Reactants: P-Dioxanone, N1CC(OCC1=O)=O (2.5-morpholinedione), C(CCCCCCCCCCC)O (1-dodecanol), CCCCC(CC)C(=O)[O-].CCCCC(CC)C(=O)[O-].[Sn+2] (stannous octoate). Solvent: C1(=CC=CC=C1)C (toluene). Product: O1C(COCC1)=O.N1CC(OCC1=O)=O (p-Dioxanone 2,5-Morpholinedione). RXN SMILES: [NH:1]1[C:6](=[O:7])[CH2:5][O:4][C:3](=[O:8])[CH2:2]1.C(O)CCCCCCCCCCC.CCCCC(C([O-])=O)CC.CCCCC(C([O-])=O)CC.[Sn+2]>C1(C)C=CC=CC=1>[O:4]1[CH2:5][CH2:6][O:7][CH2:2][C:3]1=[O:8].[NH:1]1[C:6](=[O:7])[CH2:5][O:4][C:3](=[O:8])[CH2:2]1 |f:2.3.4,6.7|. Procedure: P-Dioxanone (255.4 g, 2.504 moles), 2.5-morpholinedione (12.0 g, 0.104 moles), 1-dodecanol (0.763 g, 0.00409 moles) and a catalytic amount of stannous octoate (0.525 ml of a 0.33 M toluene solution, 0.000173 moles) are heated and magnetically mixed in a flame and vacuum dried, sealed glass ampoule according to the following temperature/time scheme: The reactants are CI (Methyl iodide), ClC1=CC=C(C(=N1)O)F (6-chloro-3-fluoropyridin-2-ol). Reagents/catalysts: C([O-])([O-])=O.[Ag+2] (silver carbonate). Run in C(Cl)(Cl)Cl (chloroform). Run at temperature 40 celsius, time 5 hour. Product: ClC1=CC=C(C(=N1)OC)F (6-chloro-3-fluoro-2-methoxypyridine). RXN SMILES: [CH3:1]I.[Cl:3][C:4]1[N:9]=[C:8]([OH:10])[C:7]([F:11])=[CH:6][CH:5]=1>C(=O)([O-])[O-].[Ag+2].C(Cl)(Cl)Cl>[Cl:3][C:4]1[N:9]=[C:8]([O:10][CH3:1])[C:7]([F:11])=[CH:6][CH:5]=1 |f:2.3|. Reported procedure: Methyl iodide (262 ul) and silver carbonate (1.12 g) were added to a chloroform (3 ml) solution of the compound 325-1 (300 mg), and the obtained mixture was stirred at 40° C. for 5 hours. The temperature of the reaction solution was cooled to room temperature. The reaction solution was filtered, and the filtrate was concentrated under reduced pressure. The obtained residue was purified by silica gel column chromatography (n-heptane:ethyl acetate=1:0 to 1:1), so as to obtain the title compound (8... Reactants: CCOC(=O)C1CCC(N2CC(NC(=O)CNc3nn(C)c4ccc(C(F)(F)F)cc34)C2)CC1, C1CCOC1, CO, [Li+], [OH-], O, O. The product is Cn1nc(NCC(=O)NC2CN(C3CCC(C(=O)O)CC3)C2)c2cc(C(F)(F)F)ccc21. RXN SMILES: [CH2:1]([CH3:2])[O:3][C:4](=[O:5])[CH:6]1[CH2:7][CH2:8][CH:9]([N:12]2[CH2:13][CH:14]([NH:16][C:17]([CH2:18][NH:19][c:20]3[n:21][n:22]([CH3:33])[c:23]4[cH:24][cH:25][c:26]([C:29]([F:30])([F:31])[F:32])[cH:27][c:28]34)=[O:34])[CH2:15]2)[CH2:10][CH2:11]1.[CH2:39]1[O:40][CH2:41][CH2:42][CH2:43]1.[CH3:44][OH:45].[Li+:38].[OH-:37].[OH2:35].[OH2:36]>>[O:3]=[C:4]([OH:5])[CH:6]1[CH2:7][CH2:8][CH:9]([N:12]2[CH2:13][CH:14]([NH:16][C:17]([CH2:18][NH:19][c:20]3[n:21][n:22]([CH3:33])[c:23]4[cH:24][cH:25][c:26]([C:29]([F:30])([F:31])[F:32])[cH:27][c:28]34)=[O:34])[CH2:15]2)[CH2:10][CH2:11]1. Reactants: [BH4-].[Na+] (NaBH4), C(C1=CC=CC=C1)OC(=O)N[C@@H]([C@@H](C(=O)OCC)O)C1=CC=C(C=C1)OC ((2S,3R)-ethyl 3-(((benzyloxy)carbonyl)amino)-2-hydroxy-3-(4-methoxyphenyl)propanoate), [BH4-].[Na+] (NaBH4). Run in C1CCOC1 (THF), CO (MeOH). Conditions: time 1 hour. Product: O[C@@H]([C@@H](C1=CC=C(C=C1)OC)NC(OCC1=CC=CC=C1)=O)CO (benzyl ((1R,2S)-2,3-dihydroxy-1-(4-methoxyphenyl)propyl)carbamate). As a reaction SMILES: [BH4-].[Na+].[CH2:3]([O:10][C:11]([NH:13][C@H:14]([C:22]1[CH:27]=[CH:26][C:25]([O:28][CH3:29])=[CH:24][CH:23]=1)[C@H:15]([OH:21])[C:16](OCC)=[O:17])=[O:12])[C:4]1[CH:9]=[CH:8][CH:7]=[CH:6][CH:5]=1>C1COCC1.CO>[OH:21][C@H:15]([CH2:16][OH:17])[C@H:14]([NH:13][C:11](=[O:12])[O:10][CH2:3][C:4]1[CH:9]=[CH:8][CH:7]=[CH:6][CH:5]=1)[C:22]1[CH:27]=[CH:26][C:25]([O:28][CH3:29])=[CH:24][CH:23]=1 |f:0.1|. Procedure details: NaBH4 (1.06 g, 28 mmol, 3.0 equiv) was added to a solution of 2.21.1a (3.5 g, 9.4 mmol, 1.0 equiv) in THF (10.0 mL) and MeOH (30 mL) at 0° C. The resulting mixture was stirred at room temperature for 1 hour, after which, another 0.3 g of NaBH4 (300 mg, 7.8 mmol, 0.8 equiv) was added. After stirring at room temperature for 30 minutes, the solvent was removed under vacuum. The residue was dissolved in EtOAc and saturated aqueous NaHCO3 solution was added. The phases were separated and the organic ...